From a dataset of the Open Reaction Database (ORD), a public repository of structured organic reaction records. describe an organic reaction: reactants, conditions, products, and yield Reactants: CC(C)=O, NS(=O)(=O)c1cc2sc(C3OCCO3)cc2s1, O, Cc1ccc(S(=O)(=O)O)cc1. The product is NS(=O)(=O)c1cc2sc(C=O)cc2s1. Reaction SMILES: [CH3:30][C:31](=[O:32])[CH3:33].[O:1]1[CH:2]([c:6]2[cH:7][c:8]3[s:9][c:10]([S:14](=[O:15])(=[O:16])[NH2:17])[cH:11][c:12]3[s:13]2)[O:5][CH2:4][CH2:3]1.[OH2:18].[c:19]1([CH3:20])[cH:21][cH:22][c:23]([S:24]([OH:25])(=[O:26])=[O:27])[cH:28][cH:29]1>>[O:1]=[CH:2][c:6]1[cH:7][c:8]2[s:9][c:10]([S:14](=[O:15])(=[O:16])[NH2:17])[cH:11][c:12]2[s:13]1. The solvent is CN(C=O)C (dimethylformamide). As a reaction SMILES: [CH2:1]([O:8][C:9]([NH:11][C@H:12]1[CH2:26][C@H:25]2[C@@H:15]([CH2:16][C:17]3[C:27]4[C:20](=[CH:21][CH:22]=[CH:23][C:24]2=4)[NH:19][CH:18]=3)[NH:14][CH2:13]1)=[O:10])[C:2]1[CH:7]=[CH:6][CH:5]=[CH:4][CH:3]=1.C(=O)([O-])[O-].[K+].[K+].[CH2:34](I)[CH2:35][CH3:36]>CN(C)C=O>[CH2:1]([O:8][C:9]([NH:11][C@H:12]1[CH2:26][C@H:25]2[C@@H:15]([CH2:16][C:17]3[C:27]4[C:20](=[CH:21][CH:22]=[CH:23][C:24]2=4)[NH:19][CH:18]=3)[N:14]([CH2:34][CH2:35][CH3:36])[CH2:13]1)=[O:10])[C:2]1[CH:3]=[CH:4][CH:5]=[CH:6][CH:7]=1 |f:1.2.3|. Product: C(C1=CC=CC=C1)OC(=O)N[C@@H]1CN([C@@H]2CC3=CNC4=CC=CC([C@H]2C1)=C34)CCC (8α-benzyloxycarbonylamino-6-n-propylergoline). Conditions: time 18 hour. Starting materials: C(C1=CC=CC=C1)OC(=O)N[C@@H]1CN[C@@H]2CC3=CNC4=CC=CC([C@H]2C1)=C34 (8α-benzyloxycarbonylaminoergoline), C([O-])([O-])=O.[K+].[K+] (potassium carbonate), C(CC)I (n-propyl iodide). Procedure details: A suspension of 17.5 g (ca. 46 mM) of 8α-benzyloxycarbonylaminoergoline obtained from step (c), 13.5 g potassium carbonate and 6 ml (62 mM) n-propyl iodide in 300 ml dimethylformamide is stirred for 18 hours at room temperature. The mixture is filtered and concentrated in a rotary evaporator. The residue is treated with methylene chloride and shaken with water. The organic phase is dried over sodium sulphate, filtered and concentrated to give the crude heading compound. The reactants are ClC(Cl)Cl, O=C(OO)c1cccc(Cl)c1, FC(F)(F)c1ccc2oc(-c3ccncc3)nc2c1. Product: [O-][n+]1ccc(-c2nc3cc(C(F)(F)F)ccc3o2)cc1. RXN SMILES: [CH:31]([Cl:32])([Cl:33])[Cl:34].[Cl:20][c:21]1[cH:22][cH:23][cH:24][c:25]([C:26]([O:27][OH:29])=[O:28])[cH:30]1.[n:1]1[cH:2][cH:3][c:4](-[c:7]2[o:8][c:9]3[c:10]([n:11]2)[cH:12][c:13]([C:16]([F:17])([F:18])[F:19])[cH:14][cH:15]3)[cH:5][cH:6]1>>[n+:1]1([O-:28])[cH:2][cH:3][c:4](-[c:7]2[o:8][c:9]3[c:10]([n:11]2)[cH:12][c:13]([C:16]([F:17])([F:18])[F:19])[cH:14][cH:15]3)[cH:5][cH:6]1. Reactants: CS(=O)(=O)C(CCCCCCC(=O)OC)CCCC(CCCCC)OC(C)=O (methyl 8-methylsulfonyl-12-acetoxyheptadecanoate), CS(=O)(=O)C(CCCCCCC(=O)OC)CC#C[C@H](CCCCC)OC(C)=O (methyl 8-methylsulfonyl-12(S)-acetoxy-10-heptadecynoate). Yields the product CS(=O)(=O)C(CCCCCCC(=O)O)CC#C[C@H](CCCCC)O (8-methylsulfonyl-12(S)-hydroxy-10-heptadecynoic acid). Reaction SMILES: [CH3:1][S:2]([CH:5]([CH2:16][CH2:17][CH2:18][CH:19]([O:25]C(=O)C)[CH2:20][CH2:21][CH2:22][CH2:23][CH3:24])[CH2:6][CH2:7][CH2:8][CH2:9][CH2:10][CH2:11][C:12]([O:14]C)=[O:13])(=[O:4])=[O:3].CS(C(CC#C[C@@H](OC(=O)C)CCCCC)CCCCCCC(OC)=O)(=O)=O>>[CH3:1][S:2]([CH:5]([CH2:16][C:17]#[C:18][C@@H:19]([OH:25])[CH2:20][CH2:21][CH2:22][CH2:23][CH3:24])[CH2:6][CH2:7][CH2:8][CH2:9][CH2:10][CH2:11][C:12]([OH:14])=[O:13])(=[O:3])=[O:4]. Procedure details: The synthesis of this compound is carried out by the method of Example 3, Step E, except that methyl 8-methylsulfonyl-12-acetoxyheptadecanoate is replaced by an equivalent quantity of methyl 8-methylsulfonyl-12(S)-acetoxy-10-heptadecynoate. Starting materials: C(#N)C1(CCN(CC1)N(C)C)N(C(CC1=C(C=C(C=C1C)C)C)=O)O (N-(4-Cyano-1-dimethylamino-piperidin-4-yl)-N-hydroxy-2-(2,4,6-trimethyl-phenyl)-acetamide), CO (methanol), S(O)(O)(=O)=O (sulfuric acid). Conditions: temperature 60 celsius. The product is COC(=O)C1(CCN(CC1)N(C)C)N(C(CC1=C(C=C(C=C1C)C)C)=O)O (1-Dimethylamino-4-{hydroxy-[2-(2,4,6-trimethyl-phenyl)-acetyl]-amino}-piperidine-4-carboxylic acid methyl ester). RXN SMILES: [C:1]([C:3]1([N:12]([OH:25])[C:13](=[O:24])[CH2:14][C:15]2[C:20]([CH3:21])=[CH:19][C:18]([CH3:22])=[CH:17][C:16]=2[CH3:23])[CH2:8][CH2:7][N:6]([N:9]([CH3:11])[CH3:10])[CH2:5][CH2:4]1)#N.S(=O)(=O)(O)[OH:27].[CH3:31][OH:32]>>[CH3:31][O:32][C:1]([C:3]1([N:12]([OH:25])[C:13](=[O:24])[CH2:14][C:15]2[C:20]([CH3:21])=[CH:19][C:18]([CH3:22])=[CH:17][C:16]=2[CH3:23])[CH2:8][CH2:7][N:6]([N:9]([CH3:11])[CH3:10])[CH2:5][CH2:4]1)=[O:27]. Reported procedure: 4.5 g N-(4-Cyano-1-dimethylamino-piperidin-4-yl)-N-hydroxy-2-(2,4,6-trimethyl-phenyl)-acetamide (from Step 3) is dissolved in 60 ml methanol. Then, 6.4 g concentrated sulfuric acid is added slowly. The mixture is heated to 60° C. for 2 days, then cooled to ambient temperature, and the solvent evaporated. The residue is partitioned with water and ethyl acetate, the organic layer is separated, washed with brine, dried over sodium sulfate, and the solvent is evaporated. The residue is purified by c... Starting materials: COCCN1CCC2=C(CC1)C=C(C=C2)N (3-(2-methoxy-ethyl)-2,3,4,5-tetrahydro-1H-benzo[d]azepin-7-ylamine), C(#N)CN(S(=O)(=O)C)[C@H]1C[C@@H](CCC1)NC1=NC(=NC=C1Cl)Cl (rel-N-cyanomethyl-N-[(1R,3R)-3-(2,5-dichloro-pyrimidin-4-ylamino)-cyclohexyl]-methanesulfonamide). The product is ClC=1C(=NC(=NC1)NC1=CC2=C(CCN(CC2)CCOC)C=C1)N[C@H]1C[C@@H](CCC1)N(S(=O)(=O)C)CC#N (rel-N-((1R,3R)-3-{5-Chloro-2-[3-(2-methoxy-ethyl)-2,3,4,5-tetrahydro-1H-benzo[d]azepin-7-ylamino]-pyrimidin-4-ylamino}-cyclohexyl)-N-cyanomethyl-methanesulfonamide), foam. Isolated yield 58.0%. As a reaction SMILES: [CH3:1][O:2][CH2:3][CH2:4][N:5]1[CH2:11][CH2:10][C:9]2[CH:12]=[C:13]([NH2:16])[CH:14]=[CH:15][C:8]=2[CH2:7][CH2:6]1.[C:17]([CH2:19][N:20]([C@@H:25]1[CH2:30][CH2:29][CH2:28][C@@H:27]([NH:31][C:32]2[C:37]([Cl:38])=[CH:36][N:35]=[C:34](Cl)[N:33]=2)[CH2:26]1)[S:21]([CH3:24])(=[O:23])=[O:22])#[N:18]>>[Cl:38][C:37]1[C:32]([NH:31][C@@H:27]2[CH2:28][CH2:29][CH2:30][C@@H:25]([N:20]([CH2:19][C:17]#[N:18])[S:21]([CH3:24])(=[O:23])=[O:22])[CH2:26]2)=[N:33][C:34]([NH:16][C:13]2[CH:14]=[CH:15][C:8]3[CH2:7][CH2:6][N:5]([CH2:4][CH2:3][O:2][CH3:1])[CH2:11][CH2:10][C:9]=3[CH:12]=2)=[N:35][CH:36]=1. Reported procedure: rel-N-((1R,3R)-3-{5-Chloro-2-[3-(2-methoxy-ethyl)-2,3,4,5-tetrahydro-1H-benzo[d]azepin-7-ylamino]-pyrimidin-4-ylamino}-cyclohexyl)-N-cyanomethyl-methanesulfonamide was prepared from 3-(2-methoxy-ethyl)-2,3,4,5-tetrahydro-1H-benzo[d]azepin-7-ylamine and rel-N-cyanomethyl-N-[(1R,3R)-3-(2,5-dichloro-pyrimidin-4-ylamino)-cyclohexyl]-methanesulfonamide in an analogous manner to Example 308c. Product isolated as a white foam (113 mg, 58%). LCMS (m/e) 562 (M+H); 1H-NMR (CDCl3, 400 MHz) δ 7.93 (s, 1H), ... Reactants: C(CCC)C=1N=C(C2=C(N1)C(=NN2)CCCCCN2C[C@H](CC2)F)NCC2=C(C=C(C=C2)OC)OC ((5)-5-Butyl-N-(2,4-dimethoxybenzyl)-3-(5-(3-fluoropyrrolidin-1-yl)pentyl)-1H-pyrazolo[4,3-d]pyrimidin-7-amine), C(CCC)C=1N=C(C2=C(N1)C(=NN2)C#CCCCCl)NCC2=C(C=C(C=C2)OC)OC (5-butyl-3-(5-chloropent-1-yn-1-yl)-N-(2,4-dimethoxybenzyl)-1H-pyrazolo[4,3-d]pyrimidin-7-amine), Cl.F[C@H]1CNCC1 ((R)-3-fluoropyrrolidine hydrochloride). Product: C(CCC)C=1N=C(C2=C(N1)C(=NN2)CCCCCN2C[C@@H](CC2)F)NCC2=C(C=C(C=C2)OC)OC ((R)-5-butyl-N-(2,4-dimethoxybenzyl)-3-(5-(3-fluoropyrrolidin-1-yl)pentyl)-1H-pyrazolo[4,3-d]pyrimidin-7-amine). Reaction SMILES: [CH2:1]([C:5]1[N:6]=[C:7]([NH:25][CH2:26][C:27]2[CH:32]=[CH:31][C:30]([O:33][CH3:34])=[CH:29][C:28]=2[O:35][CH3:36])[C:8]2[NH:13][N:12]=[C:11]([CH2:14][CH2:15][CH2:16][CH2:17][CH2:18][N:19]3[CH2:23][CH2:22][C@H:21]([F:24])[CH2:20]3)[C:9]=2[N:10]=1)[CH2:2][CH2:3][CH3:4].C(C1N=C(NCC2C=CC(OC)=CC=2OC)C2NN=C(C#CCCCCl)C=2N=1)CCC.Cl.F[C@@H]1CCNC1>>[CH2:1]([C:5]1[N:6]=[C:7]([NH:25][CH2:26][C:27]2[CH:32]=[CH:31][C:30]([O:33][CH3:34])=[CH:29][C:28]=2[O:35][CH3:36])[C:8]2[NH:13][N:12]=[C:11]([CH2:14][CH2:15][CH2:16][CH2:17][CH2:18][N:19]3[CH2:23][CH2:22][C@@H:21]([F:24])[CH2:20]3)[C:9]=2[N:10]=1)[CH2:2][CH2:3][CH3:4] |f:2.3|. Procedure details: Prepared similarly to Intermediate 25 from and 5-butyl-3-(5-chloropent-1-yn-1-yl)-N-(2,4-dimethoxybenzyl)-1H-pyrazolo[4,3-d]pyrimidin-7-amine and (R)-3-fluoropyrrolidine hydrochloride Starting materials: C(C)[SiH](CC)CC (Triethylsilane), C1(CC1)NC(COC1=CC(=CC=C1)[N+](=O)[O-])=O (N-cyclopropyl-2-(3-nitrophenoxy)acetamide). The reagents and catalysts are [Pd] (Pd/C). Solvent: CO (MeOH). Reaction conditions: time 20 minute. Yields the product NC=1C=C(OCC(=O)NC2CC2)C=CC1 (2-(3-aminophenoxy)-N-cyclopropylacetamide). Yield: 81.9%. Reaction SMILES: C([SiH](CC)CC)C.[CH:8]1([NH:11][C:12](=[O:24])[CH2:13][O:14][C:15]2[CH:20]=[CH:19][CH:18]=[C:17]([N+:21]([O-])=O)[CH:16]=2)[CH2:10][CH2:9]1>CO.[Pd]>[NH2:21][C:17]1[CH:16]=[C:15]([CH:20]=[CH:19][CH:18]=1)[O:14][CH2:13][C:12]([NH:11][CH:8]1[CH2:9][CH2:10]1)=[O:24]. Procedure: Triethylsilane (27.0 ml, 169 mmol) was added dropwise to a suspension of N-cyclopropyl-2-(3-nitrophenoxy)acetamide (4 g, 16.93 mmol) and Pd/C (10%, 400 mg) in MeOH (50 ml). Resulting suspension was stirred at RT for 20 min. and filtered through celite. The filtrate was evaporated under vacuum and triturated in hexane to obtain the crystals which were collected by filtration to afford 2-(3-aminophenoxy)-N-cyclopropylacetamide (2.86 gm).